From a dataset of the Open Reaction Database (ORD), a public repository of structured organic reaction records. describe an organic reaction: reactants, conditions, products, and yield Starting materials: COC(CNC=1C2=C(NC3=C(N1)C=CC=C3)C=C(C=C2)OC)OC (3-methoxy[(5H-dibenzo[b,e][1,4]diazepin-11-yl)amino]acetaldehyde dimethylacetal), S(O)(O)(=O)=O (sulfuric acid). Yields the product COC1=CC2=C(C=3N(C4=C(N2)C=CC=C4)C=CN3)C=C1 (11-methoxy-9H-dibenzo[b,f]imidazo[1,2-d][1,4]diazepine). Reaction SMILES: CO[CH:3](OC)[CH2:4][NH:5][C:6]1[C:7]2[CH:20]=[CH:19][C:18]([O:21][CH3:22])=[CH:17][C:8]=2[NH:9][C:10]2[CH:16]=[CH:15][CH:14]=[CH:13][C:11]=2[N:12]=1.S(=O)(=O)(O)O>>[CH3:22][O:21][C:18]1[CH:19]=[CH:20][C:7]2[C:6]3[N:12]([CH:3]=[CH:4][N:5]=3)[C:11]3[CH:13]=[CH:14][CH:15]=[CH:16][C:10]=3[NH:9][C:8]=2[CH:17]=1. Procedure details: In the manner given in Example 5, 3-methoxy[(5H-dibenzo[b,e][1,4]diazepin-11-yl)amino]acetaldehyde dimethylacetal is treated with concentrated sulfuric acid to give 11-methoxy-9H-dibenzo[b,f]imidazo[1,2-d][1,4]diazepine. The reactants are BrCc1ccccn1, Br, CN(C)C=O, Cc1ccc(C(=O)C2CNc3ccccc3C2=O)cc1C, [H-], [Na+]. Yields the product Cc1ccc(C(=O)C2CN(Cc3ccccn3)c3ccccc3C2=O)cc1C. RXN SMILES: [Br:25][CH2:26][c:27]1[n:28][cH:29][cH:30][cH:31][cH:32]1.[BrH:24].[CH3:33][N:34]([CH3:35])[CH:36]=[O:37].[CH3:3][c:4]1[cH:5][c:6]([C:7](=[O:8])[CH:9]2[CH2:10][NH:11][c:12]3[cH:13][cH:14][cH:15][cH:16][c:17]3[C:18]2=[O:19])[cH:20][cH:21][c:22]1[CH3:23].[H-:1].[Na+:2]>>[CH3:3][c:4]1[cH:5][c:6]([C:7](=[O:8])[CH:9]2[CH2:10][N:11]([CH2:26][c:27]3[n:28][cH:29][cH:30][cH:31][cH:32]3)[c:12]3[cH:13][cH:14][cH:15][cH:16][c:17]3[C:18]2=[O:19])[cH:20][cH:21][c:22]1[CH3:23]. The reactants are C1COCCN1, ClCCCBr, [Na+], [Na+], O=C([O-])[O-], C1CCOC1. The product is ClCCCN1CCOCC1. Reaction SMILES: [CH2:6]1[CH2:7][O:8][CH2:9][CH2:10][NH:11]1.[Cl:1][CH2:2][CH2:3][CH2:4][Br:5].[Na+:12].[Na+:13].[O-:14][C:15](=[O:16])[O-:17].[O:18]1[CH2:19][CH2:20][CH2:21][CH2:22]1>>[Cl:1][CH2:2][CH2:3][CH2:4][N:11]1[CH2:6][CH2:7][O:8][CH2:9][CH2:10]1.